Dataset: the Open Reaction Database (ORD), a public repository of structured organic reaction records. Task: describe an organic reaction: reactants, conditions, products, and yield Reaction SMILES: [CH3:29][S:30]([Cl:31])(=[O:32])=[O:33].[Cl:1][c:2]1[c:3]([O:19][CH:20]2[CH2:21][CH2:22][N:23]([CH:26]([CH3:27])[CH3:28])[CH2:24][CH2:25]2)[cH:4][c:5]2[cH:6][c:7]([C:11](=[O:12])[N:13]3[CH2:14][CH2:15][NH:16][CH2:17][CH2:18]3)[nH:8][c:9]2[cH:10]1>>[Cl:1][c:2]1[c:3]([O:19][CH:20]2[CH2:21][CH2:22][N:23]([CH:26]([CH3:27])[CH3:28])[CH2:24][CH2:25]2)[cH:4][c:5]2[cH:6][c:7]([C:11](=[O:12])[N:13]3[CH2:14][CH2:15][N:16]([S:30]([CH3:29])(=[O:32])=[O:33])[CH2:17][CH2:18]3)[nH:8][c:9]2[cH:10]1. Reactants: CS(=O)(=O)Cl, CC(C)N1CCC(Oc2cc3cc(C(=O)N4CCNCC4)[nH]c3cc2Cl)CC1. Product: CC(C)N1CCC(Oc2cc3cc(C(=O)N4CCN(S(C)(=O)=O)CC4)[nH]c3cc2Cl)CC1. Reactants: COC(CCCCCCCC1(OC(CC1)OC)OC)=O (8-(2,5-dimethoxy-tetrahydro-2-furyl)-octanoic acid methyl ester). Run in Cl (hydrochloric acid). The product is COC(CCCCCCCC(CCC=O)=O)=O (11-formyl-9-oxo-undecanoic acid methyl ester). As a reaction SMILES: [CH3:1][O:2][C:3](=[O:20])[CH2:4][CH2:5][CH2:6][CH2:7][CH2:8][CH2:9][CH2:10][C:11]1(OC)[CH2:15][CH2:14][CH:13]([O:16]C)[O:12]1>Cl>[CH3:1][O:2][C:3](=[O:20])[CH2:4][CH2:5][CH2:6][CH2:7][CH2:8][CH2:9][CH2:10][C:11](=[O:12])[CH2:15][CH2:14][CH:13]=[O:16]. Procedure details: 10.0 g of the compound of step B was stirred for 30 minutes with 2100 ml of 1N hydrochloric acid at room temperature. The mixture was then extracted rapidly several times with ether.